Dataset: the Open Reaction Database (ORD), a public repository of structured organic reaction records. Task: describe an organic reaction: reactants, conditions, products, and yield Starting materials: BrCc1ccno1, CCOP(OCC)OCC. The product is CCOP(=O)(Cc1ccno1)OCC. As a reaction SMILES: [Br:1][CH2:2][c:3]1[cH:4][cH:5][n:6][o:7]1.[CH2:8]([CH3:9])[O:10][P:11]([O:12][CH2:13][CH3:14])[O:15][CH2:16][CH3:17]>>[CH2:2]([c:3]1[cH:4][cH:5][n:6][o:7]1)[P:11]([O:10][CH2:8][CH3:9])([O:12][CH2:13][CH3:14])=[O:15]. Reactants: ClC1=C(C=CC(=C1)O)C(C(C(F)(F)F)(O)C=1C=C(C(N(C1)C)=O)C)C (5-[2-(2-chloro-4-hydroxy-phenyl)-1-hydroxy-1-trifluoromethyl-propyl]-1,3-dimethyl-1H-pyridin-2-one), FC=1C=C(C#N)C=CC1F (3,4-difluorobenzonitrile), C([O-])([O-])=O.[Cs+].[Cs+] (cesium carbonate). Product: ClC=1C=C(OC2=C(C=C(C#N)C=C2)F)C=CC1C(C(C(F)(F)F)(O)C1=CN(C(C(=C1)C)=O)C)C (4-{3-Chloro-4-[2-(1,5-dimethyl-6-oxo-1,6-dihydro-pyridin-3-yl)-3,3,3-trifluoro-2-hydroxy-1-methyl-propyl]-phenoxy}-3-fluoro-benzonitrile). RXN SMILES: [Cl:1][C:2]1[CH:7]=[C:6]([OH:8])[CH:5]=[CH:4][C:3]=1[CH:9]([CH3:25])[C:10]([C:16]1[CH:17]=[C:18]([CH3:24])[C:19](=[O:23])[N:20]([CH3:22])[CH:21]=1)([OH:15])[C:11]([F:14])([F:13])[F:12].[F:26][C:27]1[CH:28]=[C:29]([CH:32]=[CH:33][C:34]=1F)[C:30]#[N:31].C(=O)([O-])[O-].[Cs+].[Cs+]>>[Cl:1][C:2]1[CH:7]=[C:6]([CH:5]=[CH:4][C:3]=1[CH:9]([CH3:25])[C:10]([C:16]1[CH:17]=[C:18]([CH3:24])[C:19](=[O:23])[N:20]([CH3:22])[CH:21]=1)([OH:15])[C:11]([F:13])([F:14])[F:12])[O:8][C:34]1[CH:33]=[CH:32][C:29]([C:30]#[N:31])=[CH:28][C:27]=1[F:26] |f:2.3.4|. Procedure details: In analogy to Example 156, step 1, 5-[2-(2-chloro-4-hydroxy-phenyl)-1-hydroxy-1-trifluoromethyl-propyl]-1,3-dimethyl-1H-pyridin-2-one (Example 203, step 5) was reacted with 3,4-difluorobenzonitrile and cesium carbonate to give the title compound as a colorless solid. MS (m/e)=495.2 [M+H+].